Dataset: the Open Reaction Database (ORD), a public repository of structured organic reaction records. Task: describe an organic reaction: reactants, conditions, products, and yield Reactants: COC1=NC(=NC(=C1)OC)OC=1C(=NC(=CC1)N(C)C)C(=O)OC (methyl 3-[(4,6-dimethoxypyrimidin-2-yl)oxy]-6-(N,N-dimethylamino)picolinate). As a reaction SMILES: [CH3:1][O:2][C:3]1[CH:8]=[C:7]([O:9][CH3:10])[N:6]=[C:5]([O:11][C:12]2[C:13]([C:21]([O:23][CH3:24])=[O:22])=[N:14][C:15]([N:18](C)[CH3:19])=[CH:16][CH:17]=2)[N:4]=1>C(Cl)(Cl)Cl>[CH3:10][O:9][C:7]1[CH:8]=[C:3]([O:2][CH3:1])[N:4]=[C:5]([O:11][C:12]2[C:13]([C:21]([O:23][CH3:24])=[O:22])=[N:14][C:15]([NH:18][CH3:19])=[CH:16][CH:17]=2)[N:6]=1. Procedure details: Into a photoreaction flask having a capacity of 1 l, 20.0 g (60 mmol) of methyl 3-[(4,6-dimethoxypyrimidin-2-yl)oxy]-6-(N,N-dimethylamino)picolinate and 1,300 ml of chloroform were charged and irradiated by a 400 W high pressure mercury lamp for 24 hours. Chloroform was distilled off under reduced pressure, and the residue was purified by silica gel column chromatography (hexane-ethyl acetate=6:1 to 3:7) to obtain the desired product. Yield: 10.7%. Solvent: C(Cl)(Cl)Cl (chloroform). Yields the product COC1=NC(=NC(=C1)OC)OC=1C(=NC(=CC1)NC)C(=O)OC (methyl 3-[(4,6-dimethoxypyrimdin-2-yl)oxy]-6-methylaminopicolinate).